Dataset: the Open Reaction Database (ORD), a public repository of structured organic reaction records. Task: describe an organic reaction: reactants, conditions, products, and yield The reactants are CCn1cc(C(=O)O)c(=O)c2cc3cc(F)c(Cl)cc3nc21, OCCN1CCNCC1, c1ccncc1. Yields the product CCn1cc(C(=O)O)c(=O)c2cc3cc(F)c(N4CCN(CCO)CC4)cc3nc21. RXN SMILES: [Cl:1][c:2]1[c:3]([F:22])[cH:4][c:5]2[c:6]([n:7][c:8]3[n:9]([CH2:19][CH3:20])[cH:10][c:11]([C:16](=[O:17])[OH:18])[c:12](=[O:15])[c:13]3[cH:14]2)[cH:21]1.[OH:23][CH2:24][CH2:25][N:26]1[CH2:27][CH2:28][NH:29][CH2:30][CH2:31]1.[cH:32]1[cH:33][cH:34][n:35][cH:36][cH:37]1>>[c:2]1([N:29]2[CH2:28][CH2:27][N:26]([CH2:25][CH2:24][OH:23])[CH2:31][CH2:30]2)[c:3]([F:22])[cH:4][c:5]2[c:6]([n:7][c:8]3[n:9]([CH2:19][CH3:20])[cH:10][c:11]([C:16](=[O:17])[OH:18])[c:12](=[O:15])[c:13]3[cH:14]2)[cH:21]1. Starting materials: C(C1=CC=CC=C1)Br (benzyl bromide), C(CC)(=O)O (propionic acid), C(CC(O)(C(=O)O)CC(=O)O)(=O)O (citric acid), C(=O)(OC(C)(C)C)N[C@@H](CC1=CC=CC=C1)[C@@H]1CCC(O1)=O (5(S)-[1(S)-(Boc-amino)-2-phenylethyl]-dihydrofuran-2-(3H)-one), C[Si](C)(C)[N-][Si](C)(C)C.[Li+] (lithium bis(trimethylsilyl)amide). Run in O (water), C(C)(=O)OCC (ethyl acetate), C1CCOC1 (THF), CN1C(N(CCC1)C)=O (1,3-dimethyl-3,4,5,6-tetrahydro-2(1H)-pyrimidinone), C1CCOC1 (THF). Reaction conditions: temperature -75 celsius, time 20 minute. The product is C(=O)(OC(C)(C)C)N[C@@H](CC1=CC=CC=C1)[C@@H]1C[C@H](C(O1)=O)CC1=CC=CC=C1 (5(S)-[1(S)-(Boc-amino)-2-phenylethyl]-3(R)-phenylmethyldihydrofuran-2-(3H)-one). As a reaction SMILES: [C:1]([NH:8][C@H:9]([C@H:17]1[O:21][C:20](=[O:22])[CH2:19][CH2:18]1)[CH2:10][C:11]1[CH:16]=[CH:15][CH:14]=[CH:13][CH:12]=1)([O:3][C:4]([CH3:7])([CH3:6])[CH3:5])=[O:2].C[Si]([N-][Si](C)(C)C)(C)C.[Li+].[CH2:33](Br)[C:34]1[CH:39]=[CH:38][CH:37]=[CH:36][CH:35]=1.C(O)(=O)CC.C(O)(=O)CC(CC(O)=O)(C(O)=O)O>C1COCC1.CN1CCCN(C)C1=O.C(OCC)(=O)C.O>[C:1]([NH:8][C@H:9]([C@H:17]1[O:21][C:20](=[O:22])[C@H:19]([CH2:33][C:34]2[CH:39]=[CH:38][CH:37]=[CH:36][CH:35]=2)[CH2:18]1)[CH2:10][C:11]1[CH:16]=[CH:15][CH:14]=[CH:13][CH:12]=1)([O:3][C:4]([CH3:6])([CH3:7])[CH3:5])=[O:2] |f:1.2|. Procedure: (A. K. Ghosh, S. P. McKee, and W. J. Thompson, J. Org. Chem. 56, 6500 (1991)). Under a nitrogen atmosphere, a solution of 1943 g (6.32 mol) of 5(S)-[1(S)-(Boc-amino)-2-phenylethyl]-dihydrofuran-2-(3H)-one in 12.0 l of THF and 1.9 l of 1,3-dimethyl-3,4,5,6-tetrahydro-2(1H)-pyrimidinone is cooled to -75° C., at an internal temperature of below -70° C. 14000 ml of lithium bis(trimethylsilyl)amide (IM) in THF (Aldrich) are added, and the mixture is then stirred for 20 min at -75° C. Over a period of... The reactants are BrC1=CC=2C3=C(C=NC2C=C1)N(C(N3C=3C(=NN(C3)C(C)C)C)=O)C (8-bromo-1-(1-isopropyl-3-methyl-1H-pyrazol-4-yl)-3-methyl-1,3-dihydro-imidazo[4,5-c]quinolin-2-one), BrC1=CC=2C3=C(C=NC2C=C1)N(C(N3C=3C(=NN(C3)C(C)C)C)=O)C (8-bromo-1-(1-isopropyl-3-methyl-1H-pyrazol-4-yl)-3-methyl-1,3-dihydro-imidazo[4,5-c]quinolin-2-one), O.CN(C1=NC=C(C=C1)B(O)O)C (2-(dimethylamino)pyridine-5-boronic acid hydrate). Yields the product CN(C1=CC=C(C=N1)C1=CC=2C3=C(C=NC2C=C1)N(C(N3C=3C(=NN(C3)C(C)C)C)=O)C)C (8-(6-Dimethylamino-pyridin-3-yl)-1-(1-isopropyl-3-methyl-1H-pyrazol-4-yl)-3-methyl-1,3-dihydro-imidazo[4,5-c]quinolin-2-one). RXN SMILES: Br[C:2]1[CH:11]=[CH:10][C:9]2[N:8]=[CH:7][C:6]3[N:12]([CH3:25])[C:13](=[O:24])[N:14]([C:15]4[C:16]([CH3:23])=[N:17][N:18]([CH:20]([CH3:22])[CH3:21])[CH:19]=4)[C:5]=3[C:4]=2[CH:3]=1.O.[CH3:27][N:28]([CH3:38])[C:29]1[CH:34]=[CH:33][C:32](B(O)O)=[CH:31][N:30]=1>>[CH3:27][N:28]([CH3:38])[C:29]1[N:30]=[CH:31][C:32]([C:2]2[CH:11]=[CH:10][C:9]3[N:8]=[CH:7][C:6]4[N:12]([CH3:25])[C:13](=[O:24])[N:14]([C:15]5[C:16]([CH3:23])=[N:17][N:18]([CH:20]([CH3:22])[CH3:21])[CH:19]=5)[C:5]=4[C:4]=3[CH:3]=2)=[CH:33][CH:34]=1 |f:1.2|. Reported procedure: The title compound was synthesized in a similar manner as described for Example 1.1 using 8-bromo-1-(1-isopropyl-3-methyl-1H-pyrazol-4-yl)-3-methyl-1,3-dihydro-imidazo[4,5-c]quinolin-2-one (Intermediate G, 50 mg, 0.125 mmol) and 2-(dimethylamino)pyridine-5-boronic acid hydrate (Fluorochem Ltd., Derbyshire, United Kingdom, 31 mg, 0.163 mmol) to give the title compound as a yellow solid. (HPLC: tR 2.31 min (Method A); M+H=442 MS-ES; 1H-NMR (d6-DMSO, 400 MHz) 8.90 (s, 1H), 8.27-8.18 (m, 2H), 8.07-7... Procedure details: n-BuLi (1.15M in hexane) (10.1 mL, 11.6 mmol) was added dropwise to a solution of diisopropylamine (1.64 mL, 11.6 mmol) in THF (20 mL) in a dry ice/acetone bath. The mixture was stirred and warmed to ˜−50° C. before being cooled again and methyl 2-methylpropanoate (1.3 mL, 11 mmol) was added over 5 min. The mixture was stirred for 30 min before a solution of the nitrobenzyl bromide (2 g in 15 mL THF) was added dropwise over 20 min. The temperature was kept below −65° C. during the addition then ... Conditions: temperature -50 celsius, time 9 day. Yields the product CC(C(=O)OC)(CC1=CC=C(C=C1)[N+](=O)[O-])C (Methyl 2,2-dimethyl-3-(4-nitrophenyl)propanoate). Run in C(Cl)Cl (DCM), O (water), CCOC(=O)C (EtOAc). Yield: 64.0%. Reactants: [N+](=O)([O-])C(C1=CC=CC=C1)Br (nitrobenzyl bromide), [Li]CCCC (n-BuLi), C(C)(C)NC(C)C (diisopropylamine), C1CCOC1 (THF), CC(C(=O)OC)C (methyl 2-methylpropanoate). RXN SMILES: [Li][CH2:2]CCC.C(NC(C)C)(C)C.[CH3:13][CH:14]([CH3:19])[C:15]([O:17][CH3:18])=[O:16].[N+:20]([CH:23](Br)[C:24]1C=CC=CC=1)([O-:22])=[O:21].[CH2:31]1[CH2:35]O[CH2:33][CH2:32]1>O.CCOC(C)=O.C(Cl)Cl>[CH3:13][C:14]([CH3:2])([CH2:19][C:31]1[CH:35]=[CH:24][C:23]([N+:20]([O-:22])=[O:21])=[CH:33][CH:32]=1)[C:15]([O:17][CH3:18])=[O:16]. The reactants are COCCl (methoxymethylchloride), ClC1=C(C(=O)NC(=O)NC2=CC=C(C=C2)Cl)C(=CC=C1)Cl (N-(2,6-dichlorobenzoyl)-N'-(4-chlorophenyl)-urea), [OH-].[K+] (potassium hydroxide), CI (methyl iodide). Solvent: ice water, CN(C=O)C (dimethyl formamide). Reaction conditions: time 2 hour. Product: ClC1=C(C(=O)N(C(=O)NC2=CC=C(C=C2)Cl)COC)C(=CC=C1)Cl (N-(2,6-dichlorobenzoyl)-N-(methoxymethyl)-N'-(4-chlorophenyl)-urea). Reaction SMILES: [Cl:1][C:2]1[CH:20]=[CH:19][CH:18]=[C:17]([Cl:21])[C:3]=1[C:4]([NH:6][C:7]([NH:9][C:10]1[CH:15]=[CH:14][C:13]([Cl:16])=[CH:12][CH:11]=1)=[O:8])=[O:5].[OH-].[K+].CI.[CH3:26][O:27][CH2:28]Cl>CN(C)C=O>[Cl:1][C:2]1[CH:20]=[CH:19][CH:18]=[C:17]([Cl:21])[C:3]=1[C:4]([N:6]([CH2:26][O:27][CH3:28])[C:7]([NH:9][C:10]1[CH:11]=[CH:12][C:13]([Cl:16])=[CH:14][CH:15]=1)=[O:8])=[O:5] |f:1.2|. Procedure: 10.3 g of N-(2,6-dichlorobenzoyl)-N'-(4-chlorophenyl)-urea and 1.88 g of powdered potassium hydroxide (90% are dissolved 40 ml of dimethyl formamide, after which 4.7 of methyl iodide are added drop by drop to the clear solution. The resulting reaction is exothermic. After stirring for two hours the solution is diluted with ice water and the solid substance is isolated. Yield 10.3 g. Melting point 124°-126° C. In a completely similar manner but using methoxymethylchloride instead of methyliodide,... The reactants are C=CCOc1ccc(COCCn2nccn2)cc1, CN1C(=O)CC(=O)N(C)C1=O, ClCCl, c1ccc(P(c2ccccc2)(c2ccccc2)[Pd](P(c2ccccc2)(c2ccccc2)c2ccccc2)(P(c2ccccc2)(c2ccccc2)c2ccccc2)P(c2ccccc2)(c2ccccc2)c2ccccc2)cc1. The product is Oc1ccc(COCCn2nccn2)cc1. As a reaction SMILES: [CH2:1]([CH:2]=[CH2:3])[O:4][c:5]1[cH:6][cH:7][c:8]([CH2:9][O:10][CH2:11][CH2:12][n:13]2[n:14][cH:15][cH:16][n:17]2)[cH:18][cH:19]1.[CH3:20][N:21]1[C:22](=[O:23])[CH2:24][C:25](=[O:26])[N:27]([CH3:28])[C:29]1=[O:30].[Cl:31][CH2:32][Cl:33].[cH:34]1[cH:35][cH:36][c:37]([P:38]([Pd:39]([P:40]([c:41]2[cH:42][cH:43][cH:44][cH:45][cH:46]2)([c:47]2[cH:48][cH:49][cH:50][cH:51][cH:52]2)[c:53]2[cH:54][cH:55][cH:56][cH:57][cH:58]2)([P:59]([c:60]2[cH:61][cH:62][cH:63][cH:64][cH:65]2)([c:66]2[cH:67][cH:68][cH:69][cH:70][cH:71]2)[c:72]2[cH:73][cH:74][cH:75][cH:76][cH:77]2)[P:78]([c:79]2[cH:80][cH:81][cH:82][cH:83][cH:84]2)([c:85]2[cH:86][cH:87][cH:88][cH:89][cH:90]2)[c:91]2[cH:92][cH:93][cH:94][cH:95][cH:96]2)([c:97]2[cH:98][cH:99][cH:100][cH:101][cH:102]2)[c:103]2[cH:104][cH:105][cH:106][cH:107][cH:108]2)[cH:109][cH:110]1>>[OH:4][c:5]1[cH:6][cH:7][c:8]([CH2:9][O:10][CH2:11][CH2:12][n:13]2[n:14][cH:15][cH:16][n:17]2)[cH:18][cH:19]1. Reactants: N1=C(C=CC=C1)C (2-picoline), BrCC(CCCC)=O (1-bromo-2-hexanone). Conditions: time 4 hour. Yields the product [Br-].CC1=[N+](C=CC=C1)CC(CCCC)=O (2-methyl-1-(2-oxo-hexyl)-pyridinium bromide). RXN SMILES: [N:1]1[CH:6]=[CH:5][CH:4]=[CH:3][C:2]=1[CH3:7].[Br:8][CH2:9][C:10](=[O:15])[CH2:11][CH2:12][CH2:13][CH3:14]>>[Br-:8].[CH3:7][C:2]1[CH:3]=[CH:4][CH:5]=[CH:6][N+:1]=1[CH2:9][C:10](=[O:15])[CH2:11][CH2:12][CH2:13][CH3:14] |f:2.3|. Procedure details: 30.21 g of 2-picoline (0.32 mole) was slowly added to 83 g of 1-bromo-2-hexanone (0.46 mole) and stirred for 4 hours at ambient temperature. A viscous medium was obtained which was used as is for the next step. The reactants are CN(C)C=O, N#CC(C#N)CCC(F)(F)F, [H-], Cc1ccc(CBr)cc1[N+](=O)[O-], [Na+]. Yields the product Cc1ccc(CC(C#N)(C#N)CCC(F)(F)F)cc1[N+](=O)[O-]. Reaction SMILES: [CH3:26][N:27]([CH3:28])[CH:29]=[O:30].[F:15][C:16]([CH2:17][CH2:18][CH:19]([C:20]#[N:21])[C:22]#[N:23])([F:24])[F:25].[H-:13].[N+:1](=[O:2])([O-:3])[c:4]1[cH:5][c:6]([CH2:7][Br:8])[cH:9][cH:10][c:11]1[CH3:12].[Na+:14]>>[N+:1](=[O:2])([O-:3])[c:4]1[cH:5][c:6]([CH2:7][C:19]([CH2:18][CH2:17][C:16]([F:15])([F:24])[F:25])([C:20]#[N:21])[C:22]#[N:23])[cH:9][cH:10][c:11]1[CH3:12]. Reactants: [Si](C)(C)(C(C)(C)C)OC1=C(C=CC(=C1)O[Si](C)(C)C(C)(C)C)[C@@H]1CC[C@H](CC1)NC(C)=O (trans-N-[4-(2,4-bis{[tert-butyl(dimethyl)silyl]oxy}phenyl)cyclohexyl]acetamide), [F-].C(CCC)[N+](CCCC)(CCCC)CCCC (tetra-n-butylammonium fluoride), C([O-])(O)=O.[Na+] (sodium bicarbonate), [F-].C(CCC)[N+](CCCC)(CCCC)CCCC (Tetra-n-butylammonium fluoride). The solvent is O1CCCC1 (tetrahydrofuran). Conditions: time 3 hour. Product: OC1=C(C=CC(=C1)O)[C@@H]1CC[C@H](CC1)NC(C)=O (trans-N-[4-(2,4-Dihydroxyphenyl)cyclohexyl]acetamide). Yield: 77.6%. RXN SMILES: [Si]([O:8][C:9]1[CH:14]=[C:13]([O:15][Si](C(C)(C)C)(C)C)[CH:12]=[CH:11][C:10]=1[C@H:23]1[CH2:28][CH2:27][C@H:26]([NH:29][C:30](=[O:32])[CH3:31])[CH2:25][CH2:24]1)(C(C)(C)C)(C)C.[F-].C([N+](CCCC)(CCCC)CCCC)CCC.C(=O)(O)[O-].[Na+]>O1CCCC1>[OH:8][C:9]1[CH:14]=[C:13]([OH:15])[CH:12]=[CH:11][C:10]=1[C@H:23]1[CH2:24][CH2:25][C@H:26]([NH:29][C:30](=[O:32])[CH3:31])[CH2:27][CH2:28]1 |f:1.2,3.4|. Procedure: To a round bottomed flask equipped with magnetic stirrer was added cis/trans-N-[4-(2,4-bis{[tert-butyl(dimethyl)silyl]oxy}phenyl)cyclohexyl]acetamide (15 mg, 31 μmol), tetrahydrofuran (3 ml) and tetra-n-butylammonium fluoride (93 μl, 93 μmol, 1.0M solution in tetrahydrofuran). The resulting solution was stirred for 3 hr. Tetra-n-butylammonium fluoride (90 μl, 90 μmol, 1.0M solution in tetrahydrofuran) was added and the solution stirred for a further 64 hr. Saturated aqueous sodium bicarbonate so...